From a dataset of the Open Reaction Database (ORD), a public repository of structured organic reaction records. describe an organic reaction: reactants, conditions, products, and yield Reactants: C(C)(=O)Cl (acetyl chloride), [Cl-].[Al+3].[Cl-].[Cl-] (aluminum chloride), [N+](=O)([O-])C1=CC=CC=C1 (nitrobenzene), 20.0, C(C)N1C(CC2=CC=CC=C12)=O (1-ethyloxindole). Reaction conditions: temperature 45 celsius, time 1 hour. Product: C(C)N1C(CC2=CC(=CC=C12)C(C)=O)=O (1-ethyl-5-acetyloxindole). Isolated yield 57.3%. RXN SMILES: [C:1](Cl)(=[O:3])[CH3:2].[Cl-].[Al+3].[Cl-].[Cl-].[N+](C1C=CC=CC=1)([O-])=O.[CH2:18]([N:20]1[C:28]2[C:23](=[CH:24][CH:25]=[CH:26][CH:27]=2)[CH2:22][C:21]1=[O:29])[CH3:19]>>[CH2:18]([N:20]1[C:28]2[C:23](=[CH:24][C:25]([C:1](=[O:3])[CH3:2])=[CH:26][CH:27]=2)[CH2:22][C:21]1=[O:29])[CH3:19] |f:1.2.3.4|. Procedure: To a mixture of 29.25 g. (0.373 mole) of acetyl chloride and 65.9 g. of aluminum chloride in 60 ml. of nitrobenzene was added gradually 20.0 (0.124 mole) of 1-ethyloxindole. The reaction warmed to about 45° C. with an evolution of gas. After stirring for one hour the reaction was heated to 100° C. for one hour and allowed to stir at room temperature over night. The reaction mixture was poured into 2 l. of ice with stirring. After 30 minutes the product was filtered, air dried and dissolved in 20... Starting materials: C(C1=CC=CC=C1)N1CCC(CC1)(CN)NC1=CC(=CC=C1)C (1-benzyl-4-(3-methylphenylamino)-4-aminomethylpiperidine), [N+](=O)([O-])NC(=O)N (nitrourea). Reagents/catalysts: O (water). The solvent is C(C)#N (acetonitrile). Run at time 48 hour. Product: C(C1=CC=CC=C1)N1CCC(CC1)(NC1=CC(=CC=C1)C)CNC(=O)N ([1-Benzyl-4-(3-methylphenylamino)piperidin-4-ylmethyl]urea). As a reaction SMILES: [CH2:1]([N:8]1[CH2:13][CH2:12][C:11]([NH:16][C:17]2[CH:22]=[CH:21][CH:20]=[C:19]([CH3:23])[CH:18]=2)([CH2:14][NH2:15])[CH2:10][CH2:9]1)[C:2]1[CH:7]=[CH:6][CH:5]=[CH:4][CH:3]=1.[N+]([NH:27][C:28](N)=[O:29])([O-])=O>O.C(#N)C>[CH2:1]([N:8]1[CH2:13][CH2:12][C:11]([CH2:14][NH:15][C:28]([NH2:27])=[O:29])([NH:16][C:17]2[CH:22]=[CH:21][CH:20]=[C:19]([CH3:23])[CH:18]=2)[CH2:10][CH2:9]1)[C:2]1[CH:3]=[CH:4][CH:5]=[CH:6][CH:7]=1. Procedure details: A mixture of 1-benzyl-4-(3-methylphenylamino)-4-aminomethylpiperidine (247 mg, 0.79 mmol) and nitrourea (253 mg, 2.4 mmol) in mixture of acetonitrile (1 mL) and water (10 drops) was stirred at room temp. for 48 hrs. The resultant mixture was concentrated under vacuum, and the residue was subjected to column chromatography on silica gel eluting with a 1:1 mixture of 15% methanol in chloroform and chloroform saturated with ammonia gas. Collection and concentration of appropriate fractions provided... Starting materials: C(C)(=O)O[BH-](OC(C)=O)OC(C)=O.[Na+] (sodium triacetoxyborohydride), ClCCl (dichloromethane), COC1=CC=C2C(=CC(N(C2=C1)CC=O)=O)C ((7-methoxy-4-methyl-2-oxoquinolin-1(2H)-yl)acetaldehyde), C(C)(C)(C)OC(N(C1CCNCC1)CC1=CC2=C(OCCO2)C=C1)=O (tert-butyl(2,3-dihydro-1,4-benzodioxin-6-ylmethyl)(piperidin-4-yl)carbamate). Run in C(C)(=O)OCC (ethyl acetate), O (Water), C(C)(=O)O (acetic acid). Conditions: time 1 hour. Yields the product C(C)(C)(C)OC(N(C1CCN(CC1)CCN1C(C=C(C2=CC=C(C=C12)OC)C)=O)CC1=CC2=C(OCCO2)C=C1)=O (tert-butyl(2,3-dihydro-1,4-benzodioxin-6-ylmethyl)(1-(2-(7-methoxy-4-methyl-2-oxoquinolin-1(2H)-yl)ethyl)piperidin-4-yl)carbamate). Yield: 62.8%. Reaction SMILES: ClCCl.[CH3:4][O:5][C:6]1[CH:15]=[C:14]2[C:9]([C:10]([CH3:20])=[CH:11][C:12](=[O:19])[N:13]2[CH2:16][CH:17]=O)=[CH:8][CH:7]=1.[C:21]([O:25][C:26](=[O:45])[N:27]([CH2:34][C:35]1[CH:44]=[CH:43][C:38]2[O:39][CH2:40][CH2:41][O:42][C:37]=2[CH:36]=1)[CH:28]1[CH2:33][CH2:32][NH:31][CH2:30][CH2:29]1)([CH3:24])([CH3:23])[CH3:22].C(O[BH-](OC(=O)C)OC(=O)C)(=O)C.[Na+]>C(OCC)(=O)C.O.C(O)(=O)C>[C:21]([O:25][C:26](=[O:45])[N:27]([CH2:34][C:35]1[CH:44]=[CH:43][C:38]2[O:39][CH2:40][CH2:41][O:42][C:37]=2[CH:36]=1)[CH:28]1[CH2:33][CH2:32][N:31]([CH2:17][CH2:16][N:13]2[C:14]3[C:9](=[CH:8][CH:7]=[C:6]([O:5][CH3:4])[CH:15]=3)[C:10]([CH3:20])=[CH:11][C:12]2=[O:19])[CH2:30][CH2:29]1)([CH3:24])([CH3:22])[CH3:23] |f:3.4|. Procedure details: To 5 mL of a dichloromethane solution containing 64 mg of (7-methoxy-4-methyl-2-oxoquinolin-1(2H)-yl)acetaldehyde, 0.11 g of tert-butyl(2,3-dihydro-1,4-benzodioxin-6-ylmethyl)(piperidin-4-yl)carbamate and 16 μl of acetic acid were added and stirred for 1 hour. To the reaction mixture, 89 mg of sodium triacetoxyborohydride was added and stirred for 1 hour. Water and ethyl acetate were added, the organic layer was separated, and the aqueous layer was extracted with ethyl acetate. The organic layer... The reactants are C(CCCCCCCCCCCCCCCCC)OC(C(CC1=CC=C(C=C1)N)N)=O (2-Amino-3-(4-amino-phenyl)-propionic acid octadecyl ester), O1CCOCC1 (1,4-dioxane), ClC(Cl)(OC(OC(Cl)(Cl)Cl)=O)Cl (triphosgene), O1CCOCC1 (1,4-Dioxane). Run in C1(=CC=CC=C1)C.CCCCCC (toluene hexane). Reaction conditions: temperature 80 celsius. The product is C(CCCCCCCCCCCCCCCCC)OC(C(CC1=CC=C(C=C1)N=C=O)N=C=O)=O (2-Isocyanato-3-(4-Isocyanato-phenyl)-propionic acid octadecyl ester). Reaction SMILES: [CH2:1]([O:19][C:20](=[O:31])[CH:21]([NH2:30])[CH2:22][C:23]1[CH:28]=[CH:27][C:26]([NH2:29])=[CH:25][CH:24]=1)[CH2:2][CH2:3][CH2:4][CH2:5][CH2:6][CH2:7][CH2:8][CH2:9][CH2:10][CH2:11][CH2:12][CH2:13][CH2:14][CH2:15][CH2:16][CH2:17][CH3:18].Cl[C:33](Cl)([O:35]C(=O)OC(Cl)(Cl)Cl)Cl.[O:44]1CCOC[CH2:45]1>C1(C)C=CC=CC=1.CCCCCC>[CH2:1]([O:19][C:20](=[O:31])[CH:21]([N:30]=[C:45]=[O:44])[CH2:22][C:23]1[CH:28]=[CH:27][C:26]([N:29]=[C:33]=[O:35])=[CH:25][CH:24]=1)[CH2:2][CH2:3][CH2:4][CH2:5][CH2:6][CH2:7][CH2:8][CH2:9][CH2:10][CH2:11][CH2:12][CH2:13][CH2:14][CH2:15][CH2:16][CH2:17][CH3:18] |f:3.4|. Reported procedure: Into a solution of 2-Amino-3-(4-amino-phenyl)-propionic acid octadecyl ester (100 g) in dry 1,4-dioxane (2000 ml) under Nitrogen atmosphere maintained at 20° C. was added a solution of triphosgene (163 g) in 1,4-Dioxane (200 ml) in one lot. The reaction mixture was heated and refluxed for 3 hours. The condenser was then arranged for distillation and solvent removed by distillation at atmospheric pressure until the volume of the reaction mixture was reduced to approximately one third. Fresh dry d...